Dataset: the Open Reaction Database (ORD), a public repository of structured organic reaction records. Task: describe an organic reaction: reactants, conditions, products, and yield The reactants are CS(=O)(=O)CCN1CCNCC1, CCOc1ccc(C(C)(C)C#N)cc1C1=NC(c2ccc(Cl)cc2)C(c2ccc(Cl)cc2)N1C(=O)Cl, Cl, Cl. Yields the product CCOc1ccc(C(C)(C)C#N)cc1C1=NC(c2ccc(Cl)cc2)C(c2ccc(Cl)cc2)N1C(=O)N1CCN(CCS(C)(=O)=O)CC1. Reaction SMILES: [CH3:39][S:40](=[O:41])(=[O:42])[CH2:43][CH2:44][N:45]1[CH2:46][CH2:47][NH:48][CH2:49][CH2:50]1.[Cl:1][c:2]1[cH:3][cH:4][c:5]([CH:8]2[N:9]=[C:10]([c:23]3[c:24]([O:34][CH2:35][CH3:36])[cH:25][cH:26][c:27]([C:29]([CH3:30])([CH3:31])[C:32]#[N:33])[cH:28]3)[N:11]([C:20](=[O:21])[Cl:22])[CH:12]2[c:13]2[cH:14][cH:15][c:16]([Cl:19])[cH:17][cH:18]2)[cH:6][cH:7]1.[ClH:37].[ClH:38]>>[Cl:1][c:2]1[cH:3][cH:4][c:5]([CH:8]2[N:9]=[C:10]([c:23]3[c:24]([O:34][CH2:35][CH3:36])[cH:25][cH:26][c:27]([C:29]([CH3:30])([CH3:31])[C:32]#[N:33])[cH:28]3)[N:11]([C:20](=[O:21])[N:48]3[CH2:47][CH2:46][N:45]([CH2:44][CH2:43][S:40]([CH3:39])(=[O:41])=[O:42])[CH2:50][CH2:49]3)[CH:12]2[c:13]2[cH:14][cH:15][c:16]([Cl:19])[cH:17][cH:18]2)[cH:6][cH:7]1. Starting materials: CC(=O)Cl, CC(=O)O, Nc1ccc(C(c2ccccc2)n2ccnc2)cc1[N+](=O)[O-]. The product is CC(=O)Nc1ccc(C(c2ccccc2)n2ccnc2)cc1[N+](=O)[O-]. RXN SMILES: [CH3:23][C:24]([Cl:25])=[O:26].[CH3:27][C:28](=[O:29])[OH:30].[n:1]1([CH:6]([c:7]2[cH:8][c:9]([N+:14](=[O:15])[O-:16])[c:10]([NH2:13])[cH:11][cH:12]2)[c:17]2[cH:18][cH:19][cH:20][cH:21][cH:22]2)[cH:2][n:3][cH:4][cH:5]1>>[n:1]1([CH:6]([c:7]2[cH:8][c:9]([N+:14](=[O:15])[O-:16])[c:10]([NH:13][C:24]([CH3:23])=[O:26])[cH:11][cH:12]2)[c:17]2[cH:18][cH:19][cH:20][cH:21][cH:22]2)[cH:2][n:3][cH:4][cH:5]1. Starting materials: FC(C1=CC=C(C=C1)C=1N=C(N=NC1C1=CC=CC=C1)C(=O)OCC)(F)F (ethyl 5-(4-trifluoromethylphenyl)-6-phenyl-1,2,4-triazine-3-carboxylate), C(=C)N1CCCC1 (1-vinylpyrrolidine), FC(C1=CC=C(C=C1)C=1N=C(N=NC1C1=CC=CC=C1)C(=O)OCC)(F)F (ethyl 5-(4-trifluoromethylphenyl)-6-phenyl-1,2,4-triazine-3-carboxylate), C(=C)N1CCCC1 (1-vinylpyrrolidine). Run in C(Cl)(Cl)Cl (CHCl3). Yields the product C1(=CC=CC=C1)C=1C=CC(=NC1C1=CC=C(C=C1)C(F)(F)F)C(=O)OCC (Ethyl 5-Phenyl-6-(4-trifluoromethyl-phenyl)-pyridine-2-carboxylate). RXN SMILES: [F:1][C:2]([F:27])([F:26])[C:3]1[CH:8]=[CH:7][C:6]([C:9]2[N:10]=[C:11]([C:21]([O:23][CH2:24][CH3:25])=[O:22])N=N[C:14]=2[C:15]2[CH:20]=[CH:19][CH:18]=[CH:17][CH:16]=2)=[CH:5][CH:4]=1.[CH:28](N1CCCC1)=[CH2:29]>C(Cl)(Cl)Cl>[C:15]1([C:14]2[CH:28]=[CH:29][C:11]([C:21]([O:23][CH2:24][CH3:25])=[O:22])=[N:10][C:9]=2[C:6]2[CH:7]=[CH:8][C:3]([C:2]([F:27])([F:26])[F:1])=[CH:4][CH:5]=2)[CH:20]=[CH:19][CH:18]=[CH:17][CH:16]=1. Reported procedure: Following General Procedure D, ethyl 5-(4-trifluoromethylphenyl)-6-phenyl-1,2,4-triazine-3-carboxylate (Compound 19, 1 g, 2.68 mmol) and crude 1-vinylpyrrolidine (Compound 38, 1.4 g) in CHCl3 (20 ml) were reacted to produce the title compound as a yellow oil. Reaction SMILES: [CH2:1]([C:3]1[C:7]([CH:8]=O)=[CH:6][NH:5][N:4]=1)[CH3:2].[C:10]([O:19]CC)(=O)[CH2:11][CH2:12][C:13]([O:15][CH2:16][CH3:17])=[O:14].[CH3:22]C([O-])(C)C.[K+]>C(O)(C)(C)C>[CH2:1]([C:3]1[C:7]([CH:8]=[C:12]([CH2:11][C:10](=[O:19])[CH3:22])[C:13]([O:15][CH2:16][CH3:17])=[O:14])=[CH:6][NH:5][N:4]=1)[CH3:2] |f:2.3|. The reactants are C(C)C1=NNC=C1C=O (3-ethyl-1H-pyrazole-4-carbaldehyde), C(CCC(=O)OCC)(=O)OCC (diethyl succinate), CC(C)(C)[O-].[K+] (t-BuOK). The yield is 88.8%. Conditions: temperature 80 celsius. Procedure: To a solution of 3-ethyl-1H-pyrazole-4-carbaldehyde (2.2 g, 18 mmol) and diethyl succinate (12.3 g, 71.0 mmol) in t-butanol (15 mL) was added a solution of t-BuOK (8.08 g, 53.2 mmol) in t-butanol (10 mL). The mixture was heated to 80° C. for 3 hours before the mixture was concentrated. The obtained residue was dissolved in water (30 mL), acidified (pH˜2) using 6 N HCl and extracted with ethyl acetate (2×30 mL). The combined organic layers were washed with aqueous NaHCO3 (2×50 mL). The combined a... The solvent is C(C)(C)(C)O (t-butanol), C(C)(C)(C)O (t-butanol). Yields the product C(C)C1=NNC=C1C=C(C(=O)OCC)CC(C)=O (ethyl 2-[(3-ethyl-1H-pyrazol-4-yl)methylene]-4-oxopentanoate). Reactants: ClC1=CC=C(C=C1)S(=O)(=O)C1(CCC(CC1)CC(=O)C1=CC=C(O1)C=O)C1=C(C=CC(=C1)F)F (5-{2-[4-(4-Chloro-benzenesulfonyl)-4-(2,5-difluoro-phenyl)-cyclohexyl]-acetyl}-furan-2-carbaldehyde), Cl(=O)[O-].[Na+] (sodium chlorite), S(N)(O)(=O)=O (sulfamic acid). Run in ClCCl (dichloromethane), O (water). Yields the product ClC1=CC=C(C=C1)S(=O)(=O)C1(CCC(CC1)CC(=O)C1=CC=C(O1)C(=O)O)C1=C(C=CC(=C1)F)F (5-{2-[4-(4-Chloro-benzenesulfonyl)-4-(2,5-difluoro-phenyl)-cyclohexyl]-acetyl}-furan-2-carboxylic acid). Reaction SMILES: [Cl:1][C:2]1[CH:7]=[CH:6][C:5]([S:8]([C:11]2([C:27]3[CH:32]=[C:31]([F:33])[CH:30]=[CH:29][C:28]=3[F:34])[CH2:16][CH2:15][CH:14]([CH2:17][C:18]([C:20]3[O:24][C:23]([CH:25]=[O:26])=[CH:22][CH:21]=3)=[O:19])[CH2:13][CH2:12]2)(=[O:10])=[O:9])=[CH:4][CH:3]=1.S(=O)(=O)([OH:37])N.Cl([O-])=O.[Na+]>ClCCl.O>[Cl:1][C:2]1[CH:7]=[CH:6][C:5]([S:8]([C:11]2([C:27]3[CH:32]=[C:31]([F:33])[CH:30]=[CH:29][C:28]=3[F:34])[CH2:12][CH2:13][CH:14]([CH2:17][C:18]([C:20]3[O:24][C:23]([C:25]([OH:37])=[O:26])=[CH:22][CH:21]=3)=[O:19])[CH2:15][CH2:16]2)(=[O:10])=[O:9])=[CH:4][CH:3]=1 |f:2.3|. Reported procedure: To a solution of the product from Example 139 (29 mg, 0.057 mmol) in dichloromethane (2 mL) and water (1 mL) cooled to 0° C. was added sulfamic acid followed by sodium chlorite. The reaction was left to stir, warming to room temperature over 2.5 hours. The layers were separated and the aqueous layer extracted further with dichloromethane. The combined organic layers were dried (MgSO4) and evaporated to a cream foam, which was purified by column chromatography on silica (50% ethyl acetate/49% dic... Reported procedure: A suspension of 2.0 g (R)-5-[2-(5,6-diethyl-indan-2-ylamino)-1-hydroxyethyl]-8-hydroxy-1H-quinolin-2-one base (5.10 mmoles) in 14 ml isopropanol is heated at 50° C. Then a solution of 0.77 g L (+) tartaric acid (5.10 mmoles) in 7.7 ml isopropanol is dropwise added over ca. 2 minutes. The suspension is stirred at 50° C. for 15 hours. The white suspension is cooled to ca. 25° C. and filtered. The salt is washed with 10 ml isopropanol and dried for 18 hours/50° C./ca. 10 mbar and for 2 hours at 60°... Reactants: C(C)C=1C=C2CC(CC2=CC1CC)NC[C@H](O)C1=C2C=CC(NC2=C(C=C1)O)=O ((R)-5-[2-(5,6-diethyl-indan-2-ylamino)-1-hydroxyethyl]-8-hydroxy-1H-quinolin-2-one), C(C(O)C(O)C(=O)O)(=O)O ((+) tartaric acid). Reaction conditions: temperature 50 celsius, time 15 hour. Run in C(C)(C)O (isopropanol), C(C)(C)O (isopropanol). Reaction SMILES: [CH2:1]([C:3]1[CH:4]=[C:5]2[C:9](=[CH:10][C:11]=1[CH2:12][CH3:13])[CH2:8][CH:7]([NH:14][CH2:15][C@@H:16]([C:18]1[CH:27]=[CH:26][C:25]([OH:28])=[C:24]3[C:19]=1[CH:20]=[CH:21][C:22](=[O:29])[NH:23]3)[OH:17])[CH2:6]2)[CH3:2].[C:30]([OH:39])(=[O:38])[CH:31]([CH:33]([C:35]([OH:37])=[O:36])[OH:34])[OH:32]>C(O)(C)C>[C:35]([CH:33]([CH:31]([C:30]([OH:39])=[O:38])[OH:32])[OH:34])([OH:37])=[O:36].[CH2:12]([C:11]1[CH:10]=[C:9]2[C:5](=[CH:4][C:3]=1[CH2:1][CH3:2])[CH2:6][CH:7]([NH:14][CH2:15][C@@H:16]([C:18]1[CH:27]=[CH:26][C:25]([OH:28])=[C:24]3[C:19]=1[CH:20]=[CH:21][C:22](=[O:29])[NH:23]3)[OH:17])[CH2:8]2)[CH3:13] |f:3.4|. Yields the product C(=O)(O)C(O)C(O)C(=O)O.C(C)C=1C=C2CC(CC2=CC1CC)NC[C@H](O)C1=C2C=CC(NC2=C(C=C1)O)=O ((R)-5-[2-(5,6-diethyl-indan-2-ylamino)-1-hydroxyethyl]-8-hydroxy-1H-quinolin-2-one hydrogen tartrate). Reactants: ClC1=C(C=CC(=C1F)F)CNC(=O)C1N(C(NC1)=O)C (N-[(2-chloro-3,4-difluorophenyl)methyl]-3-methyl-2-oxo-4-imidazolidinecarboxamide), BrC=1N=CN(C1)C (4-bromo-1-methyl-1H-imidazole), P(=O)([O-])([O-])[O-].[K+].[K+].[K+] (potassium phosphate), CN([C@H]1[C@@H](CCCC1)N)C (trans-N,N-dimethylcyclohexane-1,2-diamine). Reagents/catalysts: [Cu]I (copper (I) iodide). Run in O1CCOCC1 (1,4-dioxane). Yields the product ClC1=C(C=CC(=C1F)F)CNC(=O)C1N(C(N(C1)C=1N=CN(C1)C)=O)C (N-[(2-chloro-3,4-difluorophenyl)methyl]-3-methyl-1-(1-methyl-1H-imidazol-4-yl)-2-oxo-4-imidazolidinecarboxamide). Isolated yield 11.8%. As a reaction SMILES: [Cl:1][C:2]1[C:7]([F:8])=[C:6]([F:9])[CH:5]=[CH:4][C:3]=1[CH2:10][NH:11][C:12]([CH:14]1[CH2:18][NH:17][C:16](=[O:19])[N:15]1[CH3:20])=[O:13].Br[C:22]1[N:23]=[CH:24][N:25]([CH3:27])[CH:26]=1.P([O-])([O-])([O-])=O.[K+].[K+].[K+].CN(C)[C@@H]1CCCC[C@H]1N>O1CCOCC1.[Cu]I>[Cl:1][C:2]1[C:7]([F:8])=[C:6]([F:9])[CH:5]=[CH:4][C:3]=1[CH2:10][NH:11][C:12]([CH:14]1[CH2:18][N:17]([C:22]2[N:23]=[CH:24][N:25]([CH3:27])[CH:26]=2)[C:16](=[O:19])[N:15]1[CH3:20])=[O:13] |f:2.3.4.5|. Reported procedure: To a stirred mixture of N-[(2-chloro-3,4-difluorophenyl)methyl]-3-methyl-2-oxo-4-imidazolidinecarboxamide (100 mg, 0.33 mmol) (prepared as described in Example 28), 4-bromo-1-methyl-1H-imidazole (63.8 mg, 0.396 mmol) in 1,4-dioxane (6 ml) was added potassium phosphate (350 mg, 1.65 mmol), copper (I) iodide (62.8 mg, 0.33 mmol) and trans-N,N-dimethylcyclohexane-1,2-diamine (0.052 ml, 0.33 mmol) and the mixture was heated at reflux under argon for 1 h. The mixture was cooled to room temperature an...